describe an organic reaction: reactants, conditions, products, and yield From a dataset of the Open Reaction Database (ORD), a public repository of structured organic reaction records. Reactants: O=C([O-])[O-], CCOC(C)=O, CCCOCc1c(C(=O)O)ccc2c1S(=O)(=O)CCC2(C)C, Cn1nccc1O, CC#N, CCOC(C)=O, Cl, [K+], [K+], [Na+], [Na+], O=C([O-])[O-], O. The product is CCCOCc1c(C(=O)c2cnn(C)c2O)ccc2c1S(=O)(=O)CCC2(C)C. As a reaction SMILES: [C:36](=[O:37])([O-:38])[O-:39].[C:47]([O:48][CH2:49][CH3:50])(=[O:51])[CH3:52].[CH3:1][C:2]1([CH3:22])[CH2:3][CH2:4][S:5](=[O:20])(=[O:21])[c:6]2[c:7]([CH2:15][O:16][CH2:17][CH2:18][CH3:19])[c:8]([C:12](=[O:13])[OH:14])[cH:9][cH:10][c:11]21.[CH3:23][n:24]1[n:25][cH:26][cH:27][c:28]1[OH:29].[CH3:43][C:44]#[N:45].[CH3:53][CH2:54][O:55][C:56](=[O:57])[CH3:58].[ClH:42].[K+:40].[K+:41].[Na+:30].[Na+:31].[O-:32][C:33](=[O:34])[O-:35].[OH2:46]>>[CH3:1][C:2]1([CH3:22])[CH2:3][CH2:4][S:5](=[O:20])(=[O:21])[c:6]2[c:7]([CH2:15][O:16][CH2:17][CH2:18][CH3:19])[c:8]([C:12](=[O:13])[c:27]3[cH:26][n:25][n:24]([CH3:23])[c:28]3[OH:29])[cH:9][cH:10][c:11]21. Starting materials: CC(=O)O, CC(=O)OC(C)=O, Nc1ccc(Br)cn1, [Na+], [OH-], O. Yields the product CC(=O)Nc1ccc(Br)cn1. As a reaction SMILES: [CH3:19][C:20](=[O:21])[OH:22].[CH3:9][C:10](=[O:11])[O:12][C:13](=[O:14])[CH3:15].[NH2:1][c:2]1[n:3][cH:4][c:5]([Br:8])[cH:6][cH:7]1.[Na+:18].[OH-:17].[OH2:16]>>[NH:1]([c:2]1[n:3][cH:4][c:5]([Br:8])[cH:6][cH:7]1)[C:10]([CH3:9])=[O:11]. Reactants: FC=1C=C2C=C(NC2=CC1F)C=1C=CC(=C(C1)N=C=S)OC (5-(5,6-Difluoro-1H-indol-2-yl)-2-methoxy-phenyl isothiocyanate), FC=1C=C2C=C(NC2=CC1F)C=1C=CC(=C(C1)N=C=S)OC (5-(5,6-difluoro-1H-indol-2-yl)-2-methoxy-phenyl isothiocyanate), C(C)(C)(C)OC([C@@H](N)COC(C)(C)C)=O (serine tert-butylether tert-butylester). The product is C(C)(C)(C)OC([C@H](COC(C)(C)C)NC(=S)NC1=C(C=CC(=C1)C=1NC2=CC(=C(C=C2C1)F)F)OC)=O ((S)-3-tert-Butoxy-2-{3-[5-(5,6-Difluoro-1H-indol-2-yl)-2-methoxy-phenyl]-thioureido}-propionic acid tert-butyl ester). Reaction SMILES: [F:1][C:2]1[CH:3]=[C:4]2[C:8](=[CH:9][C:10]=1[F:11])[NH:7][C:6]([C:12]1[CH:13]=[CH:14][C:15]([O:21][CH3:22])=[C:16]([N:18]=[C:19]=[S:20])[CH:17]=1)=[CH:5]2.[C:23]([O:27][C:28](=[O:37])[C@H:29]([CH2:31][O:32][C:33]([CH3:36])([CH3:35])[CH3:34])[NH2:30])([CH3:26])([CH3:25])[CH3:24]>>[C:23]([O:27][C:28](=[O:37])[C@@H:29]([NH:30][C:19]([NH:18][C:16]1[CH:17]=[C:12]([C:6]2[NH:7][C:8]3[C:4]([CH:5]=2)=[CH:3][C:2]([F:1])=[C:10]([F:11])[CH:9]=3)[CH:13]=[CH:14][C:15]=1[O:21][CH3:22])=[S:20])[CH2:31][O:32][C:33]([CH3:36])([CH3:35])[CH3:34])([CH3:26])([CH3:24])[CH3:25]. Procedure: The product from Example 35, Step A, 5-(5,6-difluoro-1H-indol-2-yl)-2-methoxy-phenyl isothiocyanate (0.316 g, 1.0 mmol) was reacted with serine tert-butylether tert-butylester (0.226 g, 1.0 mmol) according to the procedure for Example 23, Step B to give the product after filtration through silica gel using hexanes/ethyl acetate, 1/1, v/v as eluant (0.377 g in 2 portions), mp 111-114° C. The reactants are CN (methylamine), Cl.CN(CCCN=C=NCC)C (N-(3-dimethylaminopropyl)-N′-ethylcarbodiimide hydrochloride), ice HCl, C(C)OC(=O)C(C)(OC=1C=C(C(=O)O)C=CC1)C (3-(1-ethoxycarbonyl-1-methyl-ethoxy)-benzoic acid). The reagents and catalysts are CN(C1=CC=NC=C1)C (4-dimethylaminopyridine). The solvent is C(C)O (ethanol), C(Cl)Cl (methylene chloride). Conditions: temperature 0 celsius, time 2 hour. Yields the product C(C)OC(C(C)(OC1=CC(=CC=C1)C(NC)=O)C)=O (2-Methyl-2-(3-methylcarbamoyl-phenoxy)-propionic acid ethyl ester). Yield: 91.4%. As a reaction SMILES: [CH2:1]([O:3][C:4]([C:6]([CH3:18])([O:8][C:9]1[CH:10]=[C:11]([CH:15]=[CH:16][CH:17]=1)[C:12](O)=[O:13])[CH3:7])=[O:5])[CH3:2].CN.Cl.[CH3:22][N:23](C)CCCN=C=NCC>C(Cl)Cl.C(O)C.CN(C)C1C=CN=CC=1>[CH2:1]([O:3][C:4](=[O:5])[C:6]([CH3:18])([O:8][C:9]1[CH:17]=[CH:16][CH:15]=[C:11]([C:12](=[O:13])[NH:23][CH3:22])[CH:10]=1)[CH3:7])[CH3:2] |f:2.3|. Reported procedure: 1.0 g (4.0 mmol) of 3-(1-ethoxycarbonyl-1-methyl-ethoxy)-benzoic acid was dissolved in 50 ml of methylene chloride; then, 1.5 ml (4.0 mmol) of a methylamine-solution in ethanol was added. The reaction mixture was cooled down to 0° C. and 0.91 g (4.8 mmol) of N-(3-dimethylaminopropyl)-N′-ethylcarbodiimide hydrochloride and 1.50 g (11.9 mmol) of 4-dimethylaminopyridine were added. After stirring for two hours at ambient temperature, it was poured into crashed ice/HCl (1N) and extracted twice with ... The reactants are C1(=CC=C(C=C1)C1=NC(=NC=C1C1=CC=C(C=C1)C)NC)C (4,5-di-p-tolyl-2-(methylamino)pyrimidine), C(C)(C)(C)OC(COCCCCBr)=O (2-(4-bromobutyloxy)acetic acid tert-butyl ester). The product is C(C)(C)(C)OC(COCCCCN(C)C1=NC=C(C(=N1)C1=CC=C(C=C1)C)C1=CC=C(C=C1)C)=O (2-{4-[N-(4,5-di-p-tolylpyrimidin-2-yl)-N-methylamino]butyloxy}acetic acid tert-butyl ester). Reaction SMILES: [C:1]1([CH3:22])[CH:6]=[CH:5][C:4]([C:7]2[C:12]([C:13]3[CH:18]=[CH:17][C:16]([CH3:19])=[CH:15][CH:14]=3)=[CH:11][N:10]=[C:9]([NH:20][CH3:21])[N:8]=2)=[CH:3][CH:2]=1.[C:23]([O:27][C:28](=[O:36])[CH2:29][O:30][CH2:31][CH2:32][CH2:33][CH2:34]Br)([CH3:26])([CH3:25])[CH3:24]>>[C:23]([O:27][C:28](=[O:36])[CH2:29][O:30][CH2:31][CH2:32][CH2:33][CH2:34][N:20]([C:9]1[N:8]=[C:7]([C:4]2[CH:3]=[CH:2][C:1]([CH3:22])=[CH:6][CH:5]=2)[C:12]([C:13]2[CH:18]=[CH:17][C:16]([CH3:19])=[CH:15][CH:14]=2)=[CH:11][N:10]=1)[CH3:21])([CH3:26])([CH3:25])[CH3:24]. Reported procedure: In the same manner as in Example 22, except that 4,5-di-p-tolyl-2-(methylamino)pyrimidine was used in place of 5,6-diphenyl-2-(methylamino)pyrazine and 2-(4-bromobutyloxy)acetic acid tert-butyl ester was used in place of 2-(4-bromobutyloxy)acetic acid methyl ester, the desired compound was prepared as a pale yellow oily substance. Starting materials: BrC1=C(C(=O)NC2=CC(=C(C=C2)C(=O)N2CC=3N(CC4=C2C=CC=C4)C=CC3)Cl)C=CC=C1 (2-bromo-N-[3-chloro-4-(10,11-dihydro-5H-pyrrolo[2,1-c][1,4]benzodiazepine-10-carbonyl)-phenyl]benzamide), S1C(=CC=C1)B(O)O (thiophene-2-boronic acid), S1C(=CC=C1)B(O)O (thiophene-2-boronic acid), O.O.O.O.O.O.O.O.[OH-].[Ba+2].[OH-] (barium hydroxide octahydrate). Reagents/catalysts: C1=CC=C(C=C1)P(C2=CC=CC=C2)C3=CC=CC=C3.C1=CC=C(C=C1)P(C2=CC=CC=C2)C3=CC=CC=C3.Cl[Pd]Cl (bis(triphenylphosphine)-palladium(II)chloride), [Pd](Cl)Cl.C1(=CC=CC=C1)P(C1=CC=CC=C1)C1=CC=CC=C1.C1(=CC=CC=C1)P(C1=CC=CC=C1)C1=CC=CC=C1 (bis(triphenylphosphine) palladium (II) chloride). Run in COCCOC (ethylene glycol dimethyl ether), O (water). Run at time 20 hour. Yields the product ClC=1C=C(C=CC1C(=O)N1CC=2N(CC3=C1C=CC=C3)C=CC2)NC(C2=C(C=CC=C2)C=2SC=CC2)=O (N-[3-Chloro-4-(5H,11H-pyrrolo[2,1-c][1,4]benzodiazepine-10-carbonyl)-phenyl]-2-thiophen-2-yl-benzamide). Isolated yield 135.5%. Reaction SMILES: Br[C:2]1[CH:33]=[CH:32][CH:31]=[CH:30][C:3]=1[C:4]([NH:6][C:7]1[CH:12]=[CH:11][C:10]([C:13]([N:15]2[C:21]3[CH:22]=[CH:23][CH:24]=[CH:25][C:20]=3[CH2:19][N:18]3[CH:26]=[CH:27][CH:28]=[C:17]3[CH2:16]2)=[O:14])=[C:9]([Cl:29])[CH:8]=1)=[O:5].[S:34]1[CH:38]=[CH:37][CH:36]=[C:35]1B(O)O.O.O.O.O.O.O.O.O.[OH-].[Ba+2].[OH-]>COCCOC.O.[Pd](Cl)Cl.C1(P(C2C=CC=CC=2)C2C=CC=CC=2)C=CC=CC=1.C1(P(C2C=CC=CC=2)C2C=CC=CC=2)C=CC=CC=1>[Cl:29][C:9]1[CH:8]=[C:7]([NH:6][C:4](=[O:5])[C:3]2[CH:30]=[CH:31][CH:32]=[CH:33][C:2]=2[C:35]2[S:34][CH:38]=[CH:37][CH:36]=2)[CH:12]=[CH:11][C:10]=1[C:13]([N:15]1[C:21]2[CH:22]=[CH:23][CH:24]=[CH:25][C:20]=2[CH2:19][N:18]2[CH:26]=[CH:27][CH:28]=[C:17]2[CH2:16]1)=[O:14] |f:2.3.4.5.6.7.8.9.10.11.12,15.16.17|. Procedure details: The 2-bromo-N-[3-chloro-4-(10,11-dihydro-5H-pyrrolo[2,1-c][1,4]benzodiazepine-10-carbonyl)-phenyl]benzamide (1.04 g, 2.0 mmol) and thiophene-2-boronic acid (0.32 g, 2.4 mmol), and barium hydroxide octahydrate (0.88 g, 2.8 mmol) was suspended in ethylene glycol dimethyl ether (28.8 ml) and water (4.8 ml). The heterogeneous mixture was stirred at room temperature and purged with nitrogen for ten minutes before bis(triphenylphosphine) palladium (II) chloride (0.17 g, 0.24 mmol) was added. The react... Reactants: BrCCCCCCCC=1OC(=C(N1)C1=CC=CC=C1)C1=CC=CC=C1 (2-(7-bromoheptyl)-4,5-diphenyloxazole), C(CC(=O)OC)(=O)OC (dimethyl malonate), CC(C)([O-])C.[K+] (potassium tert-butoxide), O1CCCC1 (tetrahydrofuran). The solvent is CCOCC (ether), Cl (hydrochloric acid), hexanes, C(C)OCC (diethyl ether). Reaction conditions: time 17.5 hour. Yields the product C1(=CC=CC=C1)C=1N=C(OC1C1=CC=CC=C1)CCCCCCCC(C(=O)OC)C(=O)OC (dimethyl 2-[7-(4,5-diphenyl-2-oxazolyl)heptyl]propanedioate). The yield is 84.3%. As a reaction SMILES: Br[CH2:2][CH2:3][CH2:4][CH2:5][CH2:6][CH2:7][CH2:8][C:9]1[O:10][C:11]([C:20]2[CH:25]=[CH:24][CH:23]=[CH:22][CH:21]=2)=[C:12]([C:14]2[CH:19]=[CH:18][CH:17]=[CH:16][CH:15]=2)[N:13]=1.[C:26]([O:33][CH3:34])(=[O:32])[CH2:27][C:28]([O:30][CH3:31])=[O:29].CC(C)([O-])C.[K+].O1CCCC1>Cl.C(OCC)C>[C:14]1([C:12]2[N:13]=[C:9]([CH2:8][CH2:7][CH2:6][CH2:5][CH2:4][CH2:3][CH2:2][CH:27]([C:26]([O:33][CH3:34])=[O:32])[C:28]([O:30][CH3:31])=[O:29])[O:10][C:11]=2[C:20]2[CH:25]=[CH:24][CH:23]=[CH:22][CH:21]=2)[CH:19]=[CH:18][CH:17]=[CH:16][CH:15]=1 |f:2.3|. Procedure: A mixture of 2-(7-bromoheptyl)-4,5-diphenyloxazole (10.00 g, 25 mmol), dimethyl malonate (9.95 g, 8.60 mL, 75 mmol), potassium tert-butoxide (8.44 g, 75 mmol), Eighteen Crown 6 ether (catalytic amount) and tetrahydrofuran (200 mL) was heated to reflux under an atmosphere of nitrogen. After 17.5 hours, the mixture was cooled, diluted with 2N hydrochloric acid solution and extracted with CH2Cl2. The combined extracts were dried over sodium sulfate and concentrated in vacuo to leave an oil. Chromat... Reactants: [BH3-]C#N, CCN(C(C)C)C(C)C, CCOc1cc(C=O)ccc1C, CC(=O)O, CCO, Cl, Cl, c1cncc(NC2CCNCC2)c1, [Na+]. Yields the product CCOc1cc(CN2CCC(Nc3cccnc3)CC2)ccc1C. As a reaction SMILES: [C:41]([BH3-:42])#[N:43].[CH2:20]([N:21]([CH:22]([CH3:23])[CH3:24])[CH:25]([CH3:26])[CH3:27])[CH3:28].[CH2:29]([CH3:30])[O:31][c:32]1[cH:33][c:34]([CH:35]=[O:36])[cH:37][cH:38][c:39]1[CH3:40].[CH3:16][C:17](=[O:18])[OH:19].[CH3:45][CH2:46][OH:47].[ClH:1].[ClH:2].[NH:3]1[CH2:4][CH2:5][CH:6]([NH:9][c:10]2[cH:11][n:12][cH:13][cH:14][cH:15]2)[CH2:7][CH2:8]1.[Na+:44]>>[N:3]1([CH2:35][c:34]2[cH:33][c:32]([O:31][CH2:29][CH3:30])[c:39]([CH3:40])[cH:38][cH:37]2)[CH2:4][CH2:5][CH:6]([NH:9][c:10]2[cH:11][n:12][cH:13][cH:14][cH:15]2)[CH2:7][CH2:8]1. The reactants are ICl (iodine monochloride), C=C1CN(/C(/S1)=N/C(=O)N1CCCC1)C1=CC2=C(OC(C(O2)(F)F)(F)F)C=C1 (N-[(2Z)-5-methylene-3-(2,2,3,3-tetrafluoro-2,3-dihydro-1,4-benzodioxin-6-yl)-1,3-thiazolidin-2-ylidene]pyrrolidine-1-carboxamide), OS(=O)[O-].[Na+] (NaHSO3), II (iodine), C([O-])([O-])=O.[Cs+].[Cs+] (cesium carbonate). Reagents/catalysts: [Cl-].C(CCC)[N+](CCCC)(CCCC)CCCC (tetrabutylammonium chloride). Run in C(Cl)Cl (CH2Cl2), C(Cl)Cl (CH2Cl2), C(C)(=O)O (acetic acid). Conditions: time 15 minute. Yields the product OCC1=CN(/C(/S1)=N/C(=O)N1CCCC1)C1=CC2=C(OC(C(O2)(F)F)(F)F)C=C1 (N-[(2Z)-5-(hydroxymethyl)-3-(2,2,3,3-tetrafluoro-2,3-dihydro-1,4-benzodioxin-6-yl)-1,3-thiazol-2(3H)-ylidene]pyrrolidine-1-carboxamide). Reaction SMILES: [CH2:1]=[C:2]1[S:6]/[C:5](=[N:7]\[C:8]([N:10]2[CH2:14][CH2:13][CH2:12][CH2:11]2)=[O:9])/[N:4]([C:15]2[CH:28]=[CH:27][C:18]3[O:19][C:20]([F:26])([F:25])[C:21]([F:24])([F:23])[O:22][C:17]=3[CH:16]=2)[CH2:3]1.ICl.C(=O)([O-])[O-:32].[Cs+].[Cs+].OS([O-])=O.[Na+].II>[Cl-].C([N+](CCCC)(CCCC)CCCC)CCC.C(Cl)Cl.C(O)(=O)C>[OH:32][CH2:1][C:2]1[S:6]/[C:5](=[N:7]\[C:8]([N:10]2[CH2:14][CH2:13][CH2:12][CH2:11]2)=[O:9])/[N:4]([C:15]2[CH:28]=[CH:27][C:18]3[O:19][C:20]([F:25])([F:26])[C:21]([F:24])([F:23])[O:22][C:17]=3[CH:16]=2)[CH:3]=1 |f:2.3.4,5.6,8.9|. Procedure details: The alkene (Example 22D, ˜23 mg, 55 μmol) and tetrabutylammonium chloride (1.2 mg, 4 μmol) were dissolved into acetic acid (500 μL) and treated with 1 M iodine monochloride (110 μL, 110 μmol) in CH2Cl2, dropwise over 1 minute. After 15 minutes, cesium carbonate (18 mg, 55 μmol) was added. After another 10 minutes, solid NaHSO3 (16 mg, 150 μmol) was added, and the resulting suspension was thoroughly stirred until the deep iodine color had changed to a light orange (15 minutes). The suspension was...